This data is from the Open Reaction Database (ORD), a public repository of structured organic reaction records. The task is: describe an organic reaction: reactants, conditions, products, and yield Solvent: CN(C)C=O (DMF). Starting materials: C(=O)OCC (ethyl formate), C(C)(C)OC(C)C (diisopropyl ether), IC1=CC=C(C=C1)C1=NN=C(S1)C1=CC=C(C=C1)N1CCN(CC1)C1CCC(CC1)C (1-[4-[5-(4-iodophenyl)-1,3,4-thiadiazol-2-yl]phenyl]-4-(4-methylcyclohexyl)piperazine), C(C)O.[O-]CC.[Na+] (sodium ethoxide ethanol). Yields the product CC1CCC(CC1)N1CCN(CC1)C1=CC=C(C=C1)C1=NN=C(S1)C1=CC=C(C(=O)OCC)C=C1 (ethyl 4-[5-[4-[4-(4-methylcyclohexyl)-1-piperazinyl]phenyl]-1,3,4-thiadiazol-2-yl]benzoate). Reaction SMILES: I[C:2]1[CH:7]=[CH:6][C:5]([C:8]2[S:12][C:11]([C:13]3[CH:18]=[CH:17][C:16]([N:19]4[CH2:24][CH2:23][N:22]([CH:25]5[CH2:30][CH2:29][CH:28]([CH3:31])[CH2:27][CH2:26]5)[CH2:21][CH2:20]4)=[CH:15][CH:14]=3)=[N:10][N:9]=2)=[CH:4][CH:3]=1.[CH:32]([O:34][CH2:35][CH3:36])=[O:33].C(O)C.[O-]CC.[Na+].C(OC(C)C)(C)C>CN(C=O)C.Cl[Pd](Cl)([P](C1C=CC=CC=1)(C1C=CC=CC=1)C1C=CC=CC=1)[P](C1C=CC=CC=1)(C1C=CC=CC=1)C1C=CC=CC=1>[CH3:31][CH:28]1[CH2:29][CH2:30][CH:25]([N:22]2[CH2:23][CH2:24][N:19]([C:16]3[CH:17]=[CH:18][C:13]([C:11]4[S:12][C:8]([C:5]5[CH:6]=[CH:7][C:2]([C:32]([O:34][CH2:35][CH3:36])=[O:33])=[CH:3][CH:4]=5)=[N:9][N:10]=4)=[CH:14][CH:15]=3)[CH2:20][CH2:21]2)[CH2:26][CH2:27]1 |f:2.3.4,^1:58,77|. Reagents/catalysts: Cl[Pd]([P](C1=CC=CC=C1)(C2=CC=CC=C2)C3=CC=CC=C3)([P](C4=CC=CC=C4)(C5=CC=CC=C5)C6=CC=CC=C6)Cl (dichlorobis(triphenylphosphine)palladium(II)). Procedure details: To a suspension of 1-[4-[5-(4-iodophenyl)-1,3,4-thiadiazol-2-yl]phenyl]-4-(4-methylcyclohexyl)piperazine (2 g) in DMF (40 ml) was successively added ethyl formate (0.56 ml), dichlorobis(triphenylphosphine)palladium(II) (0.52 g) and 20% sodium ethoxide ethanol solution (4.43 ml) with stirring and the mixture was stirred at 40° C. for 2 hours. The reaction mixture was added diisopropyl ether (600 ml). The resulting precipitate was collected by filtration. The precipitate was dissolved THF (200 ml)... Reactants: C1OC=2C=C(C=O)C=CC2OC1 (3,4-ethylenedioxybenzaldehyde), ( i ). Solvent: CC(=O)C (acetone). Product: C1OC=2C=C(C=CC2OC1)C=CC(C)=O (1-(3,4-Ethylenedioxyphenyl)but-1-en-3-one). RXN SMILES: [CH2:1]1[CH2:12][O:11][C:10]2[CH:9]=[CH:8][C:5]([CH:6]=O)=[CH:4][C:3]=2[O:2]1>CC(C)=O>[CH2:1]1[CH2:12][O:11][C:10]2[CH:9]=[CH:8][C:5]([CH:6]=[CH:10][C:3](=[O:2])[CH3:4])=[CH:4][C:3]=2[O:2]1. Reported procedure: (i)(b) 1-(3,4-Ethylenedioxyphenyl)but-1-en-3-one was prepared from 3,4-ethylenedioxybenzaldehyde and acetone following essentially the same procedure as that described in Example 1 part (i). The product was obtained as a crystalline solid, mp 80° C. Starting materials: O=C(CBr)Nc1ccc(-c2nc3cc(Cl)ccc3o2)cc1, CCN(C(C)C)C(C)C, CC(Cl)C(=O)Cl, N#Cc1ccc2oc(-c3ccc(N)cc3)nc2c1. The product is CC(Cl)C(=O)Nc1ccc(-c2nc3cc(C#N)ccc3o2)cc1. RXN SMILES: [Br:1][CH2:2][C:3]([NH:4][c:5]1[cH:6][cH:7][c:8](-[c:9]2[o:10][c:11]3[cH:12][cH:13][c:14]([Cl:15])[cH:16][c:17]3[n:18]2)[cH:19][cH:20]1)=[O:21].[CH:40]([N:41]([CH:42]([CH3:43])[CH3:44])[CH2:45][CH3:46])([CH3:47])[CH3:48].[Cl:49][CH:50]([C:51](=[O:52])[Cl:53])[CH3:54].[NH2:22][c:23]1[cH:24][cH:25][c:26](-[c:29]2[o:30][c:31]3[c:32]([n:33]2)[cH:34][c:35]([C:38]#[N:39])[cH:36][cH:37]3)[cH:27][cH:28]1>>[NH:22]([c:23]1[cH:24][cH:25][c:26](-[c:29]2[o:30][c:31]3[c:32]([n:33]2)[cH:34][c:35]([C:38]#[N:39])[cH:36][cH:37]3)[cH:27][cH:28]1)[C:51]([CH:50]([Cl:49])[CH3:54])=[O:52]. The reactants are BrC=1C=NC2=CC(=CC=C2C1Cl)C(F)(F)F (3-bromo-4-chloro-7-trifluoromethylquinoline), NCCO (2-aminoethanol). The solvent is C(C)(C)O (isopropanol), O (water). Yields the product BrC=1C=NC2=CC(=CC=C2C1NCCO)C(F)(F)F (3-Bromo-N-(2-hydroxyethyl)-7-trifluoromethyl-4-quinolinamine). RXN SMILES: [Br:1][C:2]1[CH:3]=[N:4][C:5]2[C:10]([C:11]=1Cl)=[CH:9][CH:8]=[C:7]([C:13]([F:16])([F:15])[F:14])[CH:6]=2.[NH2:17][CH2:18][CH2:19][OH:20]>C(O)(C)C.O>[Br:1][C:2]1[CH:3]=[N:4][C:5]2[C:10]([C:11]=1[NH:17][CH2:18][CH2:19][OH:20])=[CH:9][CH:8]=[C:7]([C:13]([F:16])([F:15])[F:14])[CH:6]=2. Reported procedure: A solution of 12.4 g of 3-bromo-4-chloro-7-trifluoromethylquinoline and 6.1 g of 2-aminoethanol in 30 ml of isopropanol was heated at reflux for 4 hours. The mixture was cooled and diluted with 150 ml of water and the solid was collected and recrystallized from isopropanol. The yield was 8.2 g, mp 140°-141° C. The reactants are OC(C)C1=C(N=CN1C)SCC1=CC=CC=C1 (5-(1-Hydroxyethyl)-1-methyl-4-(phenylmethyl)thioimidazole). Run in CC(=O)C (acetone), [Mn] (manganese). The product is C(C)(=O)C1=C(N=CN1C)SCC1=CC=CC=C1 (5-acetyl-1-methyl-4-(phenylmethyl)thioimidazole), starting material. Yield: 21.1%. Reaction SMILES: [OH:1][CH:2]([C:4]1[N:8]([CH3:9])[CH:7]=[N:6][C:5]=1[S:10][CH2:11][C:12]1[CH:17]=[CH:16][CH:15]=[CH:14][CH:13]=1)[CH3:3]>CC(C)=O.[Mn]>[C:2]([C:4]1[N:8]([CH3:9])[CH:7]=[N:6][C:5]=1[S:10][CH2:11][C:12]1[CH:17]=[CH:16][CH:15]=[CH:14][CH:13]=1)(=[O:1])[CH3:3]. Reported procedure: 5-(1-Hydroxyethyl)-1-methyl-4-(phenylmethyl)thioimidazole (6.2 g. 25 mmol) in acetone (310 ml) and active manganese IV oxide (62 g), under a calcium chloride drying tube, were mechanically stirred and refluxed for 4 hours. The reaction mixture was cooled, filtered, washed with dichloromethane and evaporated under reduced pressure to provide crude product. Purification by flash chromatography starting with dichloromethane followed by 1%, 2% and 10% methanol in dichloromethane provided 1.3 g of 5-...